Dataset: the Open Reaction Database (ORD), a public repository of structured organic reaction records. Task: describe an organic reaction: reactants, conditions, products, and yield Starting materials: C1COCCN1, CC1(C)OC(=O)C(=CC(=O)Cl)O1, ClCCl, NCc1ccc(F)c(F)c1. Product: CC1(C)OC(=O)C(=CC(=O)NCc2ccc(F)c(F)c2)O1. As a reaction SMILES: [CH2:11]1[NH:12][CH2:13][CH2:14][O:15][CH2:16]1.[CH3:17][C:18]1([CH3:28])[O:19][C:20](=[O:27])[C:21](=[CH:23][C:24](=[O:25])[Cl:26])[O:22]1.[Cl:29][CH2:30][Cl:31].[F:1][c:2]1[cH:3][c:4]([CH2:5][NH2:6])[cH:7][cH:8][c:9]1[F:10]>>[F:1][c:2]1[cH:3][c:4]([CH2:5][NH:6][C:24]([CH:23]=[C:21]2[C:20](=[O:27])[O:19][C:18]([CH3:17])([CH3:28])[O:22]2)=[O:25])[cH:7][cH:8][c:9]1[F:10].